From a dataset of the Open Reaction Database (ORD), a public repository of structured organic reaction records. describe an organic reaction: reactants, conditions, products, and yield Reactants: O[C@]1(C(CO)=O)CC[C@H]2[C@@H]3CCC4=CC(CC[C@]4(C)C3=CC[C@]12C)=O (17α,21-dihydroxy-pregna-4,9(11)-diene-3,20-dione), C(CCC)(=O)OCC(F)(F)F (trifluoroethyl butanoate). Run in CC(=O)C (acetone). The product is O[C@]1(C(COC(CCC)=O)=O)CC[C@H]2[C@@H]3CCC4=CC(CC[C@]4(C)C3=CC[C@]12C)=O (17α-hydroxy-21-butanoyloxy-pregna-4,9(11)-diene-3,20-dione). RXN SMILES: [OH:1][C@:2]1([C@:23]2([CH3:24])[C@H:9]([C@H:10]3[C:20](=[CH:21][CH2:22]2)[C@:18]2([CH3:19])[C:13](=[CH:14][C:15](=[O:25])[CH2:16][CH2:17]2)[CH2:12][CH2:11]3)[CH2:8][CH2:7]1)[C:3](=[O:6])[CH2:4][OH:5].[C:26](OCC(F)(F)F)(=[O:30])[CH2:27][CH2:28][CH3:29]>CC(C)=O>[OH:1][C@:2]1([C@:23]2([CH3:24])[C@H:9]([C@H:10]3[C:20](=[CH:21][CH2:22]2)[C@:18]2([CH3:19])[C:13](=[CH:14][C:15](=[O:25])[CH2:16][CH2:17]2)[CH2:12][CH2:11]3)[CH2:8][CH2:7]1)[C:3](=[O:6])[CH2:4][O:5][C:26](=[O:30])[CH2:27][CH2:28][CH3:29]. Procedure: A mixture of 1 g (2.879 mM) of 17α,21-dihydroxy-pregna-4,9(11)-diene-3,20-dione and 10 ml of trifluoroethyl butanoate in 100 ml of acetone was reacted at 45° C. in the presence of 5 g of Candida cylindracea lipase for 8-10 hours, adding 1 g of lipase at regular time intervals. After completion of the reaction, the lipase was filtered off and the filtrate was concentrated under vacuum, taking up the residue three times with acetone. The semi-solid residue was purified by chromatography on a silic... The reactants are O=CO, Fc1cc(F)c(Cn2nc3c(C(F)(F)F)cccc3c2-c2ccc(N3CCC4(CC3)OCCO4)cc2)c(F)c1. Product: O=C1CCN(c2ccc(-c3c4cccc(C(F)(F)F)c4nn3Cc3c(F)cc(F)cc3F)cc2)CC1. RXN SMILES: [CH:40]([OH:41])=[O:42].[F:1][c:2]1[c:3]([CH2:4][n:5]2[n:6][c:7]3[c:8]([C:30]([F:31])([F:32])[F:33])[cH:9][cH:10][cH:11][c:12]3[c:13]2-[c:14]2[cH:15][cH:16][c:17]([N:20]3[CH2:21][CH2:22][C:23]4([O:24][CH2:27][CH2:26][O:25]4)[CH2:28][CH2:29]3)[cH:18][cH:19]2)[c:34]([F:39])[cH:35][c:36]([F:38])[cH:37]1>>[F:1][c:2]1[c:3]([CH2:4][n:5]2[n:6][c:7]3[c:8]([C:30]([F:31])([F:32])[F:33])[cH:9][cH:10][cH:11][c:12]3[c:13]2-[c:14]2[cH:15][cH:16][c:17]([N:20]3[CH2:21][CH2:22][C:23](=[O:24])[CH2:28][CH2:29]3)[cH:18][cH:19]2)[c:34]([F:39])[cH:35][c:36]([F:38])[cH:37]1. Starting materials: C1(CCCCCC1)C=1N=C(SC1)/C=C/C=1C=C(C=CC1)N ((E)-3-[2-[4-(cycloheptyl)-2-thiazolyl]ethenyl]benzeneamine), C1(CC=2C(C(=O)O1)=CC=CC2)=O (homophthalic anhydride). Solvent: C1(=CC=CC=C1)C (toluene). The product is C1(CCCCCC1)C=1N=C(SC1)/C=C/C=1C=C(C=CC1)NC(CC1=C(C(=O)O)C=CC=C1)=O ((E)-2-[2-[3-[2-[4-(cycloheptyl)-2-thiazolyl]ethenyl]phenylamino]-2-oxoethyl]benzoic acid). Yield: 71.3%. As a reaction SMILES: [CH:1]1([C:8]2[N:9]=[C:10](/[CH:13]=[CH:14]/[C:15]3[CH:16]=[C:17]([NH2:21])[CH:18]=[CH:19][CH:20]=3)[S:11][CH:12]=2)[CH2:7][CH2:6][CH2:5][CH2:4][CH2:3][CH2:2]1.[C:22]1(=[O:33])[O:28][C:26](=[O:27])[C:25]2=[CH:29][CH:30]=[CH:31][CH:32]=[C:24]2[CH2:23]1>C1(C)C=CC=CC=1>[CH:1]1([C:8]2[N:9]=[C:10](/[CH:13]=[CH:14]/[C:15]3[CH:16]=[C:17]([NH:21][C:22](=[O:33])[CH2:23][C:24]4[CH:32]=[CH:31][CH:30]=[CH:29][C:25]=4[C:26]([OH:28])=[O:27])[CH:18]=[CH:19][CH:20]=3)[S:11][CH:12]=2)[CH2:7][CH2:6][CH2:5][CH2:4][CH2:3][CH2:2]1. Procedure: A solution of 2.1 g of (E)-3-[2-[4-(cycloheptyl)-2-thiazolyl]ethenyl]benzeneamine, 1.25 g of homophthalic anhydride and 30 ml of toluene was heated to reflux for 0.5 hr. Cooling and filtration yielded 2.31 g of (E)-2-[2-[3-[2-[4-(cycloheptyl)-2-thiazolyl]ethenyl]phenylamino]-2-oxoethyl]benzoic acid; m.p. 189°-190° C. from tetrahydrofuran. Reactants: pyridinium salts, BrC=1C=C(C=CC1)C=1C(C(=CN(C1)C)C1=CC=CC=C1)=O (5-(3-bromophenyl)-1-methyl-3-phenyl-4(1H)-pyridinone), N-CH3, N1C(C=CC=C1)=O (pyridinone), hydrogens, expected salt, CS(=O)(=O)OC (methyl methanesulfonate). Run in C1=CC=CC=C1 (benzene). Yields the product CS(=O)(=O)[O-].BrC=1C=C(C=CC1)C=1C(=C(C=[N+](C1)C)C1=CC=CC=C1)OC (5-(3-bromophenyl)-4-methoxy-1-methyl-3-phenylpyridinium methanesulfonate). Reaction SMILES: [Br:1][C:2]1[CH:3]=[C:4]([C:8]2[C:9](=[O:21])[C:10]([C:15]3[CH:20]=[CH:19][CH:18]=[CH:17][CH:16]=3)=[CH:11][N:12]([CH3:14])[CH:13]=2)[CH:5]=[CH:6][CH:7]=1.[CH3:22][S:23]([O:26]C)(=[O:25])=[O:24].N1C=CC=C[C:29]1=O>C1C=CC=CC=1>[CH3:22][S:23]([O-:26])(=[O:25])=[O:24].[Br:1][C:2]1[CH:3]=[C:4]([C:8]2[C:9]([O:21][CH3:29])=[C:10]([C:15]3[CH:20]=[CH:19][CH:18]=[CH:17][CH:16]=3)[CH:11]=[N+:12]([CH3:14])[CH:13]=2)[CH:5]=[CH:6][CH:7]=1 |f:4.5|. Procedure: A mixture of 4.0 g. of 5-(3-bromophenyl)-1-methyl-3-phenyl-4(1H)-pyridinone and 20 ml. of methyl methanesulfonate in benzene was heated under reflux for 6 hours. The mixture was cooled and the solvent removed in vacuo. The product failed to crystallize. The product was passed over a silica gel column in ethyl acetate. After the front-running spot was removed the column was flushed with ethanol. The ethanol fractions were again placed on a silica gel solumn and front-running impurities removed. T... Reactants: COC1=CC=C(CC=2OC3=C(C2C)C(=C(C=C3)CCC)O)C=C1 (2-(p-methoxybenzyl)-3-methyl-4-hydroxy-5-propyl-benzofuran), BrBr (bromine). The solvent is C(Cl)Cl (methylene chloride), C(Cl)Cl (methylene chloride). Reaction conditions: time 15 minute. Product: COC1=CC=C(CC=2OC3=C(C2C)C(=C(C=C3Br)CCC)O)C=C1 (2-(p-methoxybenzyl)-3-methyl-4-hydroxy-5-propyl-7-bromo benzofuran). RXN SMILES: [CH3:1][O:2][C:3]1[CH:23]=[CH:22][C:6]([CH2:7][C:8]2[O:9][C:10]3[CH:17]=[CH:16][C:15]([CH2:18][CH2:19][CH3:20])=[C:14]([OH:21])[C:11]=3[C:12]=2[CH3:13])=[CH:5][CH:4]=1.[Br:24]Br>C(Cl)Cl>[CH3:1][O:2][C:3]1[CH:4]=[CH:5][C:6]([CH2:7][C:8]2[O:9][C:10]3[C:17]([Br:24])=[CH:16][C:15]([CH2:18][CH2:19][CH3:20])=[C:14]([OH:21])[C:11]=3[C:12]=2[CH3:13])=[CH:22][CH:23]=1. Procedure details: A solution of 2-(p-methoxybenzyl)-3-methyl-4-hydroxy-5-propyl-benzofuran (1 gm; 3.22 mmoles) in methylene chloride (30 mL) was cooled at 0° C. and bromine (0.52 gm; 3.22 mmoles) in methylene chloride (10 mL) was added dropwise. The reaction mixture was stirred for 15 minutes. The reaction mixture was washed with a saturated sodium bicarbonate solution, dried (Na2SO4), and concentrated in vacuo. The residue was purified by preparative TLC, eluting with 15% ethylacetate in hexane to yield 2-(p-met...